This data is from the Open Reaction Database (ORD), a public repository of structured organic reaction records. The task is: describe an organic reaction: reactants, conditions, products, and yield Reactants: Br, CC(C)(C)NS(=O)(=O)c1ccccc1-c1ccccn1, CO. Yields the product NS(=O)(=O)c1ccccc1-c1ccccn1. As a reaction SMILES: [BrH:21].[CH3:1][C:2]([CH3:3])([CH3:4])[NH:5][S:6](=[O:7])(=[O:8])[c:9]1[c:10](-[c:15]2[n:16][cH:17][cH:18][cH:19][cH:20]2)[cH:11][cH:12][cH:13][cH:14]1.[CH3:22][OH:23]>>[NH2:5][S:6](=[O:7])(=[O:8])[c:9]1[c:10](-[c:15]2[n:16][cH:17][cH:18][cH:19][cH:20]2)[cH:11][cH:12][cH:13][cH:14]1. Reactants: N(CC(=O)N[C@@H]([C@@H](C)CC)C(=O)OC)C(=O)OC(C)(C)C1=CC(OC)=CC(OC)=C1 (Ddz-Gly-Ile-OMe), CC1=CC(=C(C=C1C2(C3=CC=CC=C3C(=O)O2)C4=CC(=C(C=C4C)O)C(C)C)C(C)C)O (thymolphthalein), [OH-].[Na+] (NaOH). Run in O1CCOCC1 (dioxane), O (water). Product: N(CC(=O)N[C@@H]([C@@H](C)CC)C(=O)O)C(=O)OC(C)(C)C1=CC(OC)=CC(OC)=C1 (Ddz-Gly-Ile-OH). Reaction SMILES: [NH:1]([C:15]([O:17][C:18]([C:21]1[CH:30]=[C:27]([O:28][CH3:29])[CH:26]=[C:23]([O:24][CH3:25])[CH:22]=1)([CH3:20])[CH3:19])=[O:16])[CH2:2][C:3]([NH:5][C@H:6]([C:11]([O:13]C)=[O:12])[C@H:7]([CH2:9][CH3:10])[CH3:8])=[O:4].[OH-].[Na+].CC1C(C2(C3C(C)=CC(O)=C(C(C)C)C=3)OC(=O)C3C2=CC=CC=3)=CC(C(C)C)=C(O)C=1>O1CCOCC1.O>[NH:1]([C:15]([O:17][C:18]([C:21]1[CH:22]=[C:23]([O:24][CH3:25])[CH:26]=[C:27]([O:28][CH3:29])[CH:30]=1)([CH3:19])[CH3:20])=[O:16])[CH2:2][C:3]([NH:5][C@H:6]([C:11]([OH:13])=[O:12])[C@H:7]([CH2:9][CH3:10])[CH3:8])=[O:4] |f:1.2|. Procedure details: 10 g (23.56 mmoles) of Ddz-Gly-Ile-OMe are dissolved in a mixture of 24 ml of dioxane and 8 ml of water and are titrated with 1 N NaOH against thymolphthalein as the indicator. The consumption depends on the ethyl acetate content but is more than 23 ml. After neutralization with citric acid, the dioxane is distilled off. The residue is taken up in water and brought to pH 3 with 2 N citric acid at 0° C. The oil which precipitates is extracted with ethyl acetate. The aqueous phase is again acidifi...